This data is from the Open Reaction Database (ORD), a public repository of structured organic reaction records. The task is: describe an organic reaction: reactants, conditions, products, and yield Reactants: ClC1=NC=CC=C1C1=C(C(=CN1)CN(C(OC(C)(C)C)=O)C)F (tert-butyl {[5-(2-chloropyridin-3-yl)-4-fluoro-1H-pyrrol-3-yl]methyl}methylcarbamate), C1COCCOCCOCCOCCO1 (15-crown-5), N1=CC(=CC=C1)S(=O)(=O)Cl (pyridine-3-sulfonyl chloride), [H-].[Na+] (sodium hydride). Run in O1CCCC1 (tetrahydrofuran), O (water). Conditions: time 15 minute. Yields the product ClC1=NC=CC=C1C1=C(C(=CN1S(=O)(=O)C=1C=NC=CC1)CN(C(OC(C)(C)C)=O)C)F (tert-butyl {[5-(2-chloropyridin-3-yl)-4-fluoro-1-(pyridin-3-ylsulfonyl)-1H-pyrrol-3-yl]methyl}methylcarbamate). Isolated yield 97.0%. Reaction SMILES: [H-].[Na+].[Cl:3][C:4]1[C:9]([C:10]2[NH:14][CH:13]=[C:12]([CH2:15][N:16]([CH3:24])[C:17](=[O:23])[O:18][C:19]([CH3:22])([CH3:21])[CH3:20])[C:11]=2[F:25])=[CH:8][CH:7]=[CH:6][N:5]=1.C1OCCOCCOCCOCCOC1.[N:41]1[CH:46]=[CH:45][CH:44]=[C:43]([S:47](Cl)(=[O:49])=[O:48])[CH:42]=1>O1CCCC1.O>[Cl:3][C:4]1[C:9]([C:10]2[N:14]([S:47]([C:43]3[CH:42]=[N:41][CH:46]=[CH:45][CH:44]=3)(=[O:49])=[O:48])[CH:13]=[C:12]([CH2:15][N:16]([CH3:24])[C:17](=[O:23])[O:18][C:19]([CH3:21])([CH3:22])[CH3:20])[C:11]=2[F:25])=[CH:8][CH:7]=[CH:6][N:5]=1 |f:0.1|. Procedure details: To a suspension of sodium hydride (60% in oil, 60 mg) in tetrahydrofuran (5 mL) were added tert-butyl {[5-(2-chloropyridin-3-yl)-4-fluoro-1H-pyrrol-3-yl]methyl}methylcarbamate, 15-crown-5 (330 mg) and pyridine-3-sulfonyl chloride (266 mg) under ice-cooling and the mixture was stirred for 15 min. The reaction mixture was diluted with water, and extracted with ethyl acetate. The separated aqueous layer was extracted again with ethyl acetate. The combined organic layer was washed with saturated bri... Starting materials: C(C)(=O)NC1=NC2=CC=CC(=C2C=C1)NCC(CC(C)(C)C1=C(C=CC(=C1)F)OC)(O)C(F)(F)F (1-(2-acetylaminoquinolin-5-ylamino)-4-(5-fluoro-2-methoxyphenyl)-4-methyl-2-(trifluoromethyl)pentan-2-ol), [OH-].[Na+] (sodium hydroxide). Solvent: [Na+].[Cl-] (NaCl), CCO.C1CCOC1 (EtOH THF). Yields the product NC1=NC2=CC=CC(=C2C=C1)NCC(CC(C)(C)C1=C(C=CC(=C1)F)OC)(O)C(F)(F)F (1-(2-Aminoquinolin-5-ylamino)-4-(5-fluoro-2-methoxyphenyl)-4-methyl-2-(trifluoromethyl)pentan-2-ol). The yield is 80.2%. As a reaction SMILES: C([NH:4][C:5]1[CH:14]=[CH:13][C:12]2[C:7](=[CH:8][CH:9]=[CH:10][C:11]=2[NH:15][CH2:16][C:17]([C:32]([F:35])([F:34])[F:33])([OH:31])[CH2:18][C:19]([C:22]2[CH:27]=[C:26]([F:28])[CH:25]=[CH:24][C:23]=2[O:29][CH3:30])([CH3:21])[CH3:20])[N:6]=1)(=O)C.[OH-].[Na+]>CCO.C1COCC1.[Na+].[Cl-]>[NH2:4][C:5]1[CH:14]=[CH:13][C:12]2[C:7](=[CH:8][CH:9]=[CH:10][C:11]=2[NH:15][CH2:16][C:17]([C:32]([F:35])([F:33])[F:34])([OH:31])[CH2:18][C:19]([C:22]2[CH:27]=[C:26]([F:28])[CH:25]=[CH:24][C:23]=2[O:29][CH3:30])([CH3:21])[CH3:20])[N:6]=1 |f:1.2,3.4,5.6|. Procedure: A solution of 535 mg (1.05 mmol) of 1-(2-acetylaminoquinolin-5-ylamino)-4-(5-fluoro-2-methoxyphenyl)-4-methyl-2-(trifluoromethyl)pentan-2-ol in 18 ml of EtOH-THF (2:1) is refluxed with 12 ml of 3N sodium hydroxide solution for 90 minutes. The batch is diluted with saturated NaCl and extracted with ethyl acetate. The extracts are dried (Na2SO4) and concentrated by evaporation in a vacuum. Column chromatography on silica gel with ethyl acetate yields 380 mg of the product as a yellow oil. The reactants are [BH4-], CO, CC1(C)COC2(CCC(=O)CC2)OC1. Product: CC1(C)COC2(CCC(O)CC2)OC1. RXN SMILES: [BH4-:15].[CH3:16][OH:17].[CH3:1][C:2]1([CH3:14])[CH2:3][O:4][C:5]2([O:6][CH2:7]1)[CH2:8][CH2:9][C:10](=[O:13])[CH2:11][CH2:12]2>>[CH3:1][C:2]1([CH3:14])[CH2:3][O:4][C:5]2([O:6][CH2:7]1)[CH2:8][CH2:9][CH:10]([OH:13])[CH2:11][CH2:12]2. Starting materials: C1(=CC=CC=C1)C(C)N1C2C=CC(C1C(=O)OCC)C2 (ethyl 2-(1-phenylethyl)-2-azabicyclo[2.2.1]hept-5-ene-3-carboxylate). Reagents/catalysts: [OH-].[OH-].[Pd+2] (Pd(OH)2). The solvent is C(C)(=O)OCC (ethyl acetate). Run at temperature 45 celsius, time 24 hour. Yields the product C12NC(C(CC1)C2)C(=O)OCC (ethyl 2-azabicyclo[2.2.1]heptane-3-carboxylate). The yield is 22.4%. As a reaction SMILES: C1(C([N:9]2[CH:14]([C:15]([O:17][CH2:18][CH3:19])=[O:16])[CH:13]3[CH2:20][CH:10]2[CH:11]=[CH:12]3)C)C=CC=CC=1>C(OCC)(=O)C.[OH-].[OH-].[Pd+2]>[CH:10]12[CH2:20][CH:13]([CH2:12][CH2:11]1)[CH:14]([C:15]([O:17][CH2:18][CH3:19])=[O:16])[NH:9]2 |f:2.3.4|. Procedure details: To a solution of ethyl 2-(1-phenylethyl)-2-azabicyclo[2.2.1]hept-5-ene-3-carboxylate (1.29 g, 4.77 mmol) in ethyl acetate (10 ml) was added 20 wt % Pd(OH)2 (1.47 g), and the mixture was stirred under a hydrogen atmosphere at 45° C. for 24 hours. After a filtration through Celite, the solvent was evaporated. The residue was purified by silica gel column chromatography (1%–3% methanol/chloroform), to give ethyl 2-azabicyclo[2.2.1]heptane-3-carboxylate (0.181 g, 22%). Reactants: BrC1=CC=C(C=C1)[C@@H]1[C@H](C1)CN1[C@H](CCC1)C (1-[(1S,2S)-2-(4-bromo-phenyl)-cyclopropylmethyl]-2(S)-methyl-pyrrolidine), product, C(#N)C1=CC=C(C=C1)B(O)O (4-cyanophenylboronic acid), C([O-])([O-])=O.[K+].[K+] (potassium carbonate). Reagents/catalysts: Cl[Pd]([P](C1=CC=CC=C1)(C2=CC=CC=C2)C3=CC=CC=C3)([P](C4=CC=CC=C4)(C5=CC=CC=C5)C6=CC=CC=C6)Cl (dichlorobis(triphenylphosphine)palladium(II)). The solvent is C(C)(C)O (isopropyl alcohol). Run at temperature 90 celsius. The product is C[C@@H]1N(CCC1)C[C@@H]1[C@H](C1)C1=CC=C(C=C1)C1=CC=C(C=C1)C#N (4′-((1S,2S)-2-{[(2S)-2-Methylpyrrolidin-1-yl]methyl}cyclopropyl)-1,1′-biphenyl-4-carbonitrile). Reaction SMILES: Br[C:2]1[CH:7]=[CH:6][C:5]([C@H:8]2[CH2:10][C@@H:9]2[CH2:11][N:12]2[CH2:16][CH2:15][CH2:14][C@@H:13]2[CH3:17])=[CH:4][CH:3]=1.[C:18]([C:20]1[CH:25]=[CH:24][C:23](B(O)O)=[CH:22][CH:21]=1)#[N:19].C(=O)([O-])[O-].[K+].[K+]>C(O)(C)C.Cl[Pd](Cl)([P](C1C=CC=CC=1)(C1C=CC=CC=1)C1C=CC=CC=1)[P](C1C=CC=CC=1)(C1C=CC=CC=1)C1C=CC=CC=1>[CH3:17][C@H:13]1[CH2:14][CH2:15][CH2:16][N:12]1[CH2:11][C@H:9]1[CH2:10][C@@H:8]1[C:5]1[CH:6]=[CH:7][C:2]([C:23]2[CH:24]=[CH:25][C:20]([C:18]#[N:19])=[CH:21][CH:22]=2)=[CH:3][CH:4]=1 |f:2.3.4,^1:41,60|. Procedure details: To a solution of 1-[(1S,2S)-2-(4-bromo-phenyl)-cyclopropylmethyl]-2(S)-methyl-pyrrolidine (the product of Example 1D, 50 mg, 0.17 mmol) in isopropyl alcohol (4 mL) under an atmosphere of nitrogen was added 4-cyanophenylboronic acid (30 mg, 0.2 mmol), dichlorobis(triphenylphosphine)palladium(II) (6 mg, 8.5 μmol) and potassium carbonate (59 mg, 0.43 mmol). The mixture was heated to 90° C. for 5 hours, cooled to ambient temperature and partitioned between ethyl acetate (25 mL) and H2O (10 mL). The ... Reactants: CC(C)(C)C(=O)Cl, CN(C)c1ccncc1, CCN(C(C)C)C(C)C, ClCCl, Nc1ccccc1SCc1cc(Cl)cc2c1OCOC2, Cl. Product: CC(C)(C)C(=O)Nc1ccccc1SCc1cc(Cl)cc2c1OCOC2. RXN SMILES: [CH3:22][C:23]([C:24](=[O:25])[Cl:26])([CH3:27])[CH3:28].[CH3:41][N:42]([c:43]1[cH:44][cH:45][n:46][cH:47][cH:48]1)[CH3:49].[CH:32]([N:33]([CH:34]([CH3:35])[CH3:36])[CH2:37][CH3:38])([CH3:39])[CH3:40].[Cl:29][CH2:30][Cl:31].[Cl:2][c:3]1[cH:4][c:5]2[c:6]([c:11]([CH2:13][S:14][c:15]3[c:16]([NH2:17])[cH:18][cH:19][cH:20][cH:21]3)[cH:12]1)[O:7][CH2:8][O:9][CH2:10]2.[ClH:1]>>[Cl:2][c:3]1[cH:4][c:5]2[c:6]([c:11]([CH2:13][S:14][c:15]3[c:16]([NH:17][C:24]([C:23]([CH3:22])([CH3:27])[CH3:28])=[O:25])[cH:18][cH:19][cH:20][cH:21]3)[cH:12]1)[O:7][CH2:8][O:9][CH2:10]2. Starting materials: OCC1=CC(=C(C(=O)O)C=C1)C1=CC=CC=C1 (4-(Hydroxymethyl)-2-phenylbenzoic acid), COC([C@@H](N)CCSC)=O (methionine methyl ester). The product is COC([C@@H](NC(C1=C(C=C(C=C1)CO)C1=CC=CC=C1)=O)CCSC)=O (4-(Hydroxymethyl)-2-phenylbenzoyl methionine methyl ester). As a reaction SMILES: [OH:1][CH2:2][C:3]1[CH:11]=[CH:10][C:6]([C:7]([OH:9])=O)=[C:5]([C:12]2[CH:17]=[CH:16][CH:15]=[CH:14][CH:13]=2)[CH:4]=1.[CH3:18][O:19][C:20](=[O:27])[C@H:21]([CH2:23][CH2:24][S:25][CH3:26])[NH2:22]>>[CH3:18][O:19][C:20](=[O:27])[C@H:21]([CH2:23][CH2:24][S:25][CH3:26])[NH:22][C:7](=[O:9])[C:6]1[CH:10]=[CH:11][C:3]([CH2:2][OH:1])=[CH:4][C:5]=1[C:12]1[CH:17]=[CH:16][CH:15]=[CH:14][CH:13]=1. Reported procedure: The resultant product from Example 16C is coupled to methionine methyl ester according to the procedure of Example 1C to give the title compound.